Dataset: the Open Reaction Database (ORD), a public repository of structured organic reaction records. Task: describe an organic reaction: reactants, conditions, products, and yield The reactants are Cl (hydrochloric acid), ClC(F)F (Chlorodifluoromethane), [OH-].[Na+] (sodium hydroxide), [Na] (sodium), COC(C(=CO)C1=C(C=CC=C1)C)=O (3-hydroxy-2-(o-tolyl)-acrylic acid methyl ester), C1COCCOCCOCCOCCO1 (15-crown-5). The solvent is O (water), CN1C(CCC1)=O (N-methyl-2-pyrrolidone). Run at temperature 5 celsius. Product: COC(C(=COC(F)F)C1=C(C=CC=C1)C)=O (3-difluoromethoxy-2-(o-tolyl)acrylic acid methyl ester). Reaction SMILES: [Na].[CH3:2][O:3][C:4](=[O:15])[C:5]([C:8]1[CH:13]=[CH:12][CH:11]=[CH:10][C:9]=1[CH3:14])=[CH:6][OH:7].C1OCCOCCOCCOCCOC1.Cl[CH:32]([F:34])[F:33].[OH-].[Na+].Cl>CN1CCCC1=O.O>[CH3:2][O:3][C:4](=[O:15])[C:5]([C:8]1[CH:13]=[CH:12][CH:11]=[CH:10][C:9]=1[CH3:14])=[CH:6][O:7][CH:32]([F:34])[F:33] |f:4.5,^1:0|. Reported procedure: Preparation of ##STR8## 7.76 g of the sodium salt of 3-hydroxy-2-(o-tolyl)-acrylic acid methyl ester and 0.3 g of 15-crown-5 in 160 ml of N-methyl-2-pyrrolidone (NMP) are cooled to 5° C. with stirring. Chlorodifluoromethane is then passed in while simultaneously adding dropwise a solution of 8.5 g of sodium hydroxide in 9.3 ml of water and the reaction mixture is left to react with vigorous stirring at 5°-8° C. for 2 hours. 82 ml of 2N hydrochloric acid are then added dropwise at 0°-8° C. and th... Reactants: CC1CNC2=C(O1)C=C(C=C2)F (2-methyl-7-fluoro-3,4-dihydro-2H-benzo[b][1,4]oxazine), BrCCCBr (1,3-dibromo propane), C([O-])([O-])=O.[Na+].[Na+] (sodium carbonate). Solvent: CN(C)C=O (DMF), C(C)(=O)OCC (ethyl acetate). Run at temperature 70 celsius. The product is CC1CN(C2=C(O1)C=C(C=C2)F)CCCBr (3(2-methyl-7-Fluoro-3,4-dihydro-2H-benzo[b][1,4]oxazin-4-yl)propylbromide). Yield: 47.2%. Reaction SMILES: [CH3:1][CH:2]1[O:7][C:6]2[CH:8]=[C:9]([F:12])[CH:10]=[CH:11][C:5]=2[NH:4][CH2:3]1.[Br:13][CH2:14][CH2:15][CH2:16]Br.C(=O)([O-])[O-].[Na+].[Na+]>CN(C=O)C.C(OCC)(=O)C>[CH3:1][CH:2]1[O:7][C:6]2[CH:8]=[C:9]([F:12])[CH:10]=[CH:11][C:5]=2[N:4]([CH2:16][CH2:15][CH2:14][Br:13])[CH2:3]1 |f:2.3.4|. Procedure: A mixture of 2-methyl-7-fluoro-3,4-dihydro-2H-benzo[b][1,4]oxazine (4.3 g, 1 eq, 25.74 mmol) obtained in step (iii) above, 1,3-dibromo propane (26.1 ml, 10 eq, 257 mmol) and anhydrous sodium carbonate (8.2 g, 3 eq, 77.2 mmol) in dry DMF (260 ml) was heated at 70° C. for 16 h. The reaction mixture was diluted with ethyl acetate and washed with water and brine. The residue was chromatographed using ethyl acetate and hexane to afford the title compound (3.5 g, yield 48%) as viscous oil. Reactants: C(C1=CC=CC=C1)OC=1C=C(C=C(C1)C)OS(=O)(=O)C1=CC(=CC=C1)C(F)(F)F (3-trifluoromethylbenzenesulfonic acid 3-benzyloxy-5-methylphenyl ester). Reagents/catalysts: [Pd] (palladium on carbon). The solvent is C(C)O (ethanol). Yields the product OC=1C=C(C=C(C1)C)OS(=O)(=O)C1=CC(=CC=C1)C(F)(F)F (3-Trifluoromethylbenzenesulfonic acid 3-hydroxy-5-methylphenyl ester). The yield is 97.3%. Reaction SMILES: C([O:8][C:9]1[CH:10]=[C:11]([O:16][S:17]([C:20]2[CH:25]=[CH:24][CH:23]=[C:22]([C:26]([F:29])([F:28])[F:27])[CH:21]=2)(=[O:19])=[O:18])[CH:12]=[C:13]([CH3:15])[CH:14]=1)C1C=CC=CC=1>[Pd].C(O)C>[OH:8][C:9]1[CH:10]=[C:11]([O:16][S:17]([C:20]2[CH:25]=[CH:24][CH:23]=[C:22]([C:26]([F:29])([F:27])[F:28])[CH:21]=2)(=[O:19])=[O:18])[CH:12]=[C:13]([CH3:15])[CH:14]=1. Procedure details: A mixture of 3-trifluoromethylbenzenesulfonic acid 3-benzyloxy-5-methylphenyl ester (633 mg, 1.5 mmol), as prepared in the preceding step, and 10% palladium on carbon (100 mg) in ethanol (20 mL) was hydrogenated (balloon) for 3 h. The catalyst was removed by filtration through diatomaceous earth (methanol washes) and the filtrate was evaporated in vacuo to give the title compound as a colorless syrup (485 mg, 97%). 1H-NMR (300 MHz, CDCl3 /CD3OD) δ 2.20 (s, 3H), 6.26 (s, 1H), 6.30 (t, 1H), 6.57 (... The reactants are ClC(Cl)Cl, OCc1cc(Cl)ccc1I, BrP(Br)Br, c1ccncc1, c1ccccc1. Yields the product Clc1ccc(I)c(CBr)c1. As a reaction SMILES: [CH:27]([Cl:28])([Cl:29])[Cl:30].[Cl:17][c:18]1[cH:19][cH:20][c:21]([I:26])[c:22]([CH2:23][OH:24])[cH:25]1.[P:1]([Br:2])([Br:3])[Br:4].[cH:11]1[cH:12][cH:13][n:14][cH:15][cH:16]1.[cH:5]1[cH:6][cH:7][cH:8][cH:9][cH:10]1>>[Br:2][CH2:23][c:22]1[c:21]([I:26])[cH:20][cH:19][c:18]([Cl:17])[cH:25]1.